From a dataset of the Open Reaction Database (ORD), a public repository of structured organic reaction records. describe an organic reaction: reactants, conditions, products, and yield Reactants: solution, CNC (dimethylamine), BrCCC(=O)NCCCCCCCC (3-Bromo-N-octylpropanamide). Run in IMS, C(C)O (ethanol), Cl (HCl). Run at time 72 hour. Product: CN(CCC(=O)NCCCCCCCC)C (3-dimethylamino-N-octylpropanamide). Isolated yield 83.0%. Reaction SMILES: Br[CH2:2][CH2:3][C:4]([NH:6][CH2:7][CH2:8][CH2:9][CH2:10][CH2:11][CH2:12][CH2:13][CH3:14])=[O:5].[CH3:15][NH:16][CH3:17]>C(O)C.Cl>[CH3:15][N:16]([CH3:17])[CH2:2][CH2:3][C:4]([NH:6][CH2:7][CH2:8][CH2:9][CH2:10][CH2:11][CH2:12][CH2:13][CH3:14])=[O:5]. Reported procedure: 3-Bromo-N-octylpropanamide (21.3 g) was dissolved in ethanol (50 ml) and a 33% solution of dimethylamine in IMS (100 ml) was added. The solution was allowed to stand at 20° for 72 hours then evaporated to give a yellow oil. This oil was dissolved in dilute HCl to give a solution of pH 4 which was washed twice with dichloromethane, basified with dilute aqueous sodium hydroxide solution and extracted with dichloromethane three times. The latter dichloromethane extracts were dried and evaporated to... The reactants are CC(C)(C)OC(=O)NC(CO)Cc1ccccc1, CS(=O)(=O)Cl, ClCCl. Yields the product CC(C)(C)OC(=O)NC(COS(C)(=O)=O)Cc1ccccc1. RXN SMILES: [C:1]([CH3:2])([CH3:3])([CH3:4])[O:5][C:6](=[O:7])[NH:8][CH:9]([CH2:10][c:11]1[cH:12][cH:13][cH:14][cH:15][cH:16]1)[CH2:17][OH:18].[CH3:19][S:20]([Cl:21])(=[O:22])=[O:23].[Cl:24][CH2:25][Cl:26]>>[C:1]([CH3:2])([CH3:3])([CH3:4])[O:5][C:6](=[O:7])[NH:8][CH:9]([CH2:10][c:11]1[cH:12][cH:13][cH:14][cH:15][cH:16]1)[CH2:17][O:18][S:20]([CH3:19])(=[O:22])=[O:23].